This data is from the Open Reaction Database (ORD), a public repository of structured organic reaction records. The task is: describe an organic reaction: reactants, conditions, products, and yield The reactants are resultant solution, 30k, OO (hydrogen peroxide), resultant solution, OC1=CC=C(C=C1)SCC(=O)NC1=CC=CC=C1 (2-(4-hydroxyphenylthio)acetoanilide), CSC (dimethyl sulfide). Run in C(C)(=O)O (acetic acid). The product is OC1=CC=C(C=C1)S(=O)CC(=O)NC1=CC=CC=C1 (2-(4-hydroxyphenylsulfinyl)acetoanilide). Yield: 93.0%. RXN SMILES: [OH:1][C:2]1[CH:7]=[CH:6][C:5]([S:8][CH2:9][C:10]([NH:12][C:13]2[CH:18]=[CH:17][CH:16]=[CH:15][CH:14]=2)=[O:11])=[CH:4][CH:3]=1.[OH:19]O.CSC>C(O)(=O)C>[OH:1][C:2]1[CH:3]=[CH:4][C:5]([S:8]([CH2:9][C:10]([NH:12][C:13]2[CH:14]=[CH:15][CH:16]=[CH:17][CH:18]=2)=[O:11])=[O:19])=[CH:6][CH:7]=1. Reported procedure: 6.0 g (23.2 mmol) of 2-(4-hydroxyphenylthio)acetoanilide and 50 mL of acetic acid were added under a room temperature into a 100 mL flask with four inlets and attached with a stirrer and a thermometer. To the resultant solution, 2.8 g (24.7 mmol) of 30k aqueous solution of hydrogen peroxide was added, and the resultant solution was stirred for 12 hours at a room temperature. Following to the completion of the reaction, 0.5 g of dimethyl sulfide was added into the solution, and then, the solution...